From a dataset of the Open Reaction Database (ORD), a public repository of structured organic reaction records. describe an organic reaction: reactants, conditions, products, and yield Starting materials: [BH4-], CCO, CC(C)S(=O)(=O)NCCc1ccc(-c2ccc(C=O)cc2)cc1, CCOC(C)=O, [Na+], O. Yields the product CC(C)S(=O)(=O)NCCc1ccc(-c2ccc(CO)cc2)cc1. RXN SMILES: [BH4-:24].[CH2:33]([OH:34])[CH3:35].[CH3:1][CH:2]([CH3:3])[S:4](=[O:5])(=[O:6])[NH:7][CH2:8][CH2:9][c:10]1[cH:11][cH:12][c:13](-[c:16]2[cH:17][cH:18][c:19]([CH:22]=[O:23])[cH:20][cH:21]2)[cH:14][cH:15]1.[CH3:26][CH2:27][O:28][C:29](=[O:30])[CH3:31].[Na+:25].[OH2:32]>>[CH3:1][CH:2]([CH3:3])[S:4](=[O:5])(=[O:6])[NH:7][CH2:8][CH2:9][c:10]1[cH:11][cH:12][c:13](-[c:16]2[cH:17][cH:18][c:19]([CH2:22][OH:23])[cH:20][cH:21]2)[cH:14][cH:15]1.